Dataset: the Open Reaction Database (ORD), a public repository of structured organic reaction records. Task: describe an organic reaction: reactants, conditions, products, and yield Reactants: CC=1C=C(OC1C)C(=O)C1=NC=CC=N1 ((4,5-Dimethylfuran-2-yl)-(2-pyrimidyl)-methanone), N (ammonia). Run in CO (methanol). Reaction conditions: temperature 160 celsius, time 8 hour. Product: CC=1C=C(C(=NC1C)C1=NC=CC=N1)O (5,6-dimethyl-2-pyrimidin-2-yl-pyridin-3-ol). The yield is 59.0%. Reaction SMILES: [CH3:1][C:2]1[CH:3]=[C:4]([C:8]([C:10]2[N:15]=[CH:14][CH:13]=[CH:12][N:11]=2)=O)[O:5][C:6]=1[CH3:7].[NH3:16]>CO>[CH3:1][C:2]1[CH:3]=[C:4]([OH:5])[C:8]([C:10]2[N:15]=[CH:14][CH:13]=[CH:12][N:11]=2)=[N:16][C:6]=1[CH3:7]. Reported procedure: (4,5-Dimethylfuran-2-yl)-(2-pyrimidyl)-methanone (220 mg), methanol (2 ml), and a 28% aqueous ammonia solution (2 ml) were placed in a sealed tube, and the mixture was stirred at 160° C. overnight. The reaction solution was cooled to room temperature, the solvent was removed by distillation under the reduced pressure, and the residue was purified by column chromatography using hexane-acetone to give 5,6-dimethyl-2-pyrimidin-2-yl-pyridin-3-ol (129 mg, yield 59%). The reactants are N1CCC(CC1)COC1=NC(=NC=C1C1=CC=C(C=C1)N1CCOCC1)N[C@@H]1CC[C@@H](CC1)C (4-((piperidin-4-yl)methoxy)-N-(cis-4-methylcyclohexyl)-5-(4-morpholinophenyl)pyrimidin-2-amine), ClC(=O)OC (methyl chloroformate). Product: C[C@H]1CC[C@H](CC1)NC1=NC=C(C(=N1)OCC1CCN(CC1)C(=O)OC)C1=CC=C(C=C1)N1CCOCC1 (methyl 4-((2-(cis-4-methylcyclohexylamino)-5-(4-morpholinophenyl)pyrimidin-4-yloxy)methyl)piperidine-1-carboxylate). Reaction SMILES: [NH:1]1[CH2:6][CH2:5][CH:4]([CH2:7][O:8][C:9]2[C:14]([C:15]3[CH:20]=[CH:19][C:18]([N:21]4[CH2:26][CH2:25][O:24][CH2:23][CH2:22]4)=[CH:17][CH:16]=3)=[CH:13][N:12]=[C:11]([NH:27][C@H:28]3[CH2:33][CH2:32][C@@H:31]([CH3:34])[CH2:30][CH2:29]3)[N:10]=2)[CH2:3][CH2:2]1.Cl[C:36]([O:38][CH3:39])=[O:37]>>[CH3:34][C@@H:31]1[CH2:30][CH2:29][C@H:28]([NH:27][C:11]2[N:10]=[C:9]([O:8][CH2:7][CH:4]3[CH2:3][CH2:2][N:1]([C:36]([O:38][CH3:39])=[O:37])[CH2:6][CH2:5]3)[C:14]([C:15]3[CH:20]=[CH:19][C:18]([N:21]4[CH2:26][CH2:25][O:24][CH2:23][CH2:22]4)=[CH:17][CH:16]=3)=[CH:13][N:12]=2)[CH2:33][CH2:32]1. Procedure details: Using the procedure of Example 1 Step 5, 4-((piperidin-4-yl)methoxy)-N-(cis-4-methylcyclohexyl)-5-(4-morpholinophenyl)pyrimidin-2-amine was reacted with methyl chloroformate to provide the title compound. 1H NMR (CDCl3, 400 MHz) 8.07 (s, 1H), 7.37 (d, 2H), 6.93 (d, 2H), 5.19 (sb, 1H), 4.19 (d, 2H), 4.07 (m, 3H), 3.88 (m, 4H), 3.69 (s, 3H), 3.20 (m, 4H), 2.77 (m, 2H), 1.97-1.57 (m, 11H), 1.26 (m, 3H), 0.94 (d, 3H); MS (ESI) m/z: Calc: 523.3 (M+). Found. 524.3 (M+1). Starting materials: FC=1C=C2CCC(C2=CC1)NC1=NC2=CC=C(C=C2C=C1)N (rac-N2-(5-Fluoro-indan-1-yl)-quinoline-2,6-diamine), ClC(=O)OC1=CC=C(C=C1)[N+](=O)[O-] (4-nitrophenyl chloroformate), NC1CCN(CC1)CCO (4-amino-1-piperidine-ethanol). The product is FC=1C=C2CCC(C2=CC1)NC1=NC2=CC=C(C=C2C=C1)NC(=O)NC1CCN(CC1)CCO (rac-1-[2-(5-Fluoro-indan-1-ylamino)-quinolin-6-yl]-3-[1-(2-hydroxy-ethyl)-piperidin-4-yl]-urea), solid. The yield is 14.0%. RXN SMILES: [F:1][C:2]1[CH:3]=[C:4]2[C:8](=[CH:9][CH:10]=1)[CH:7]([NH:11][C:12]1[CH:21]=[CH:20][C:19]3[C:14](=[CH:15][CH:16]=[C:17]([NH2:22])[CH:18]=3)[N:13]=1)[CH2:6][CH2:5]2.Cl[C:24](OC1C=CC([N+]([O-])=O)=CC=1)=[O:25].[NH2:36][CH:37]1[CH2:42][CH2:41][N:40]([CH2:43][CH2:44][OH:45])[CH2:39][CH2:38]1>>[F:1][C:2]1[CH:3]=[C:4]2[C:8](=[CH:9][CH:10]=1)[CH:7]([NH:11][C:12]1[CH:21]=[CH:20][C:19]3[C:14](=[CH:15][CH:16]=[C:17]([NH:22][C:24]([NH:36][CH:37]4[CH2:42][CH2:41][N:40]([CH2:43][CH2:44][OH:45])[CH2:39][CH2:38]4)=[O:25])[CH:18]=3)[N:13]=1)[CH2:6][CH2:5]2. Procedure: The title compound was prepared from rac-N2-(5-fluoro-indan-1-yl)-quinoline-2,6-diamine (Example 106) (240 mg, 0.818 mmol), 4-nitrophenyl chloroformate (165 mg, 0.818 mmol) and commercially available 4-amino-1-piperidine-ethanol (118 mg, 0.818 mmol) in accordance with the general method 4 described in example 170 step C and was obtained as an off-white solid (54 mg, 14%); MS: m/e=464.2 (M+H+). Starting materials: CC(C)(C)OC(=O)c1ccc(Br)cc1, CC(C)(C)[O-], CC(C)c1cc(C(C)C)c(-c2ccccc2P(C2CCCCC2)C2CCCCC2)c(C(C)C)c1, Cl, O=C(Nc1ccc(OC2CCNC2)cc1)c1nc(-c2ccccc2)oc1C(F)(F)F, [Na+], C1COCCO1. Yields the product CC(C)(C)OC(=O)c1ccc(N2CCC(Oc3ccc(NC(=O)c4nc(-c5ccccc5)oc4C(F)(F)F)cc3)C2)cc1. RXN SMILES: [C:32]([CH3:33])([CH3:34])([CH3:35])[O:36][C:37]([c:38]1[cH:39][cH:40][c:41]([Br:44])[cH:42][cH:43]1)=[O:45].[CH3:46][C:47]([CH3:48])([O-:49])[CH3:50].[CH:52]([c:53]1[cH:54][c:55]([CH:56]([CH3:57])[CH3:58])[cH:59][c:60]([CH:61]([CH3:62])[CH3:63])[c:64]1-[c:65]1[cH:66][cH:67][cH:68][cH:69][c:70]1[P:71]([CH:72]1[CH2:73][CH2:74][CH2:75][CH2:76][CH2:77]1)[CH:78]1[CH2:79][CH2:80][CH2:81][CH2:82][CH2:83]1)([CH3:84])[CH3:85].[ClH:1].[NH:2]1[CH2:3][CH:4]([O:7][c:8]2[cH:9][cH:10][c:11]([NH:14][C:15](=[O:16])[c:17]3[n:18][c:19](-[c:26]4[cH:27][cH:28][cH:29][cH:30][cH:31]4)[o:20][c:21]3[C:22]([F:23])([F:24])[F:25])[cH:12][cH:13]2)[CH2:5][CH2:6]1.[Na+:51].[O:86]1[CH2:87][CH2:88][O:89][CH2:90][CH2:91]1>>[N:2]1([c:41]2[cH:40][cH:39][c:38]([C:37]([O:36][C:32]([CH3:33])([CH3:34])[CH3:35])=[O:45])[cH:43][cH:42]2)[CH2:3][CH:4]([O:7][c:8]2[cH:9][cH:10][c:11]([NH:14][C:15](=[O:16])[c:17]3[n:18][c:19](-[c:26]4[cH:27][cH:28][cH:29][cH:30][cH:31]4)[o:20][c:21]3[C:22]([F:23])([F:24])[F:25])[cH:12][cH:13]2)[CH2:5][CH2:6]1. Reactants: C(C)(=O)SCC(C(=O)N1[C@H](C(=O)O)CC(C1)(OC)OC)CC ((S)-1-[3-(Acetylthio)-2-ethyl-1-oxopropyl]-4,4-dimethoxy-L-proline), N (ammonia). The product is SCC(C(=O)N1[C@H](C(=O)O)CC(C1)(OC)OC)CC ((S)-1-(3-mercapto-2-ethyl-1-oxopropyl)-4,4-dimethoxy-L-proline). As a reaction SMILES: C([S:4][CH2:5][CH:6]([CH2:21][CH3:22])[C:7]([N:9]1[CH2:16][C:15]([O:19][CH3:20])([O:17][CH3:18])[CH2:14][C@H:10]1[C:11]([OH:13])=[O:12])=[O:8])(=O)C.N>>[SH:4][CH2:5][CH:6]([CH2:21][CH3:22])[C:7]([N:9]1[CH2:16][C:15]([O:19][CH3:20])([O:17][CH3:18])[CH2:14][C@H:10]1[C:11]([OH:13])=[O:12])=[O:8]. Procedure details: The product from part (a) is hydrolyzed with concentrated ammonia according to the procedure of Example 4 to give (S)-1-(3-mercapto-2-ethyl-1-oxopropyl)-4,4-dimethoxy-L-proline. Yield: 32.2%. Solvent: C1(=CC=CC=C1)C (toluene), C1CCOC1 (THF), C1(=CC=CC=C1)C (toluene), C1(=CC=CC=C1)C (toluene), O (water). The reactants are COC(CC1COC2=C1C=CC(=C2)OCC2=C(C=C(C=C2)O)Cl)=O (methyl(6-((2-chloro-4-hydroxybenzyl)oxy)-2,3-dihydro-1-benzofuran-3-yl)acetate), COCCCO (3-methoxy-1-propanol), C1CCN(CC1)C(=O)N=NC(=O)N2CCCCC2 (ADDP), C(CCC)P(CCCC)CCCC (tributylphosphine). Run at time 8 hour. Reaction SMILES: C[O:2][C:3](=[O:24])[CH2:4][CH:5]1[C:9]2[CH:10]=[CH:11][C:12]([O:14][CH2:15][C:16]3[CH:21]=[CH:20][C:19]([OH:22])=[CH:18][C:17]=3[Cl:23])=[CH:13][C:8]=2[O:7][CH2:6]1.[CH3:25][O:26][CH2:27][CH2:28][CH2:29]O.C(P(CCCC)CCCC)CCC.C1CCN(C(N=NC(N2CCCCC2)=O)=O)CC1>C1(C)C=CC=CC=1.C1COCC1.O>[Cl:23][C:17]1[CH:18]=[C:19]([O:22][CH2:29][CH2:28][CH2:27][O:26][CH3:25])[CH:20]=[CH:21][C:16]=1[CH2:15][O:14][C:12]1[CH:11]=[CH:10][C:9]2[CH:5]([CH2:4][C:3]([OH:2])=[O:24])[CH2:6][O:7][C:8]=2[CH:13]=1. The product is ClC1=C(COC2=CC3=C(C(CO3)CC(=O)O)C=C2)C=CC(=C1)OCCCOC ((6-((2-Chloro-4-(3-methoxypropoxy)benzyl)oxy)-2,3-dihydro-1-benzofuran-3-yl)acetic acid). Procedure details: To the solution of methyl(6-((2-chloro-4-hydroxybenzyl)oxy)-2,3-dihydro-1-benzofuran-3-yl)acetate (34.9 mg) in toluene (0.25 mL) and THF (0.25 mL) were added a solution of 3-methoxy-1-propanol (13.5 mg) in toluene (0.5 mL) and a solution of tributylphosphine (40.5 mg) in toluene (0.5 mL). To the mixture was added ADDP (50.5 mg) and the mixture was stirred at room temperature overnight. To the mixture was added water (1.0 mL), and the mixture was extracted with EtOAc (2.0 mL). The organic layer w... Reactants: C1(O)=CC=C(O)C=C1 (Hydroquinone), CC (ethane). Solvent: C(CC)O (n-propanol). Reaction conditions: time 2 hour. Yields the product C1(O)=CC=C(O)C=C1.CC (Hydroquinone ethane). As a reaction SMILES: [C:1]1([CH:8]=[CH:7][C:5]([OH:6])=[CH:4][CH:3]=1)[OH:2].[CH3:9][CH3:10]>C(O)CC>[C:1]1([CH:8]=[CH:7][C:5]([OH:6])=[CH:4][CH:3]=1)[OH:2].[CH3:9][CH3:10] |f:3.4|. Procedure details: Hydroquinone (30 g) was dissolved in n-propanol (70 ml) at 70° C. The hot solution was introduced into the high pressure autoclave. The solution was subjected to compressed ethane of 300 bar. The high pressure autoclave was kept for 2 h at 80° C. The solution was then cooled down to room temperature within 5 days. The crystals were filtered off and washed 4 times with cold n-propanol (5 ml). Then the crystals were dried in the drying cabinet at 70° C. The reactants are CC(C)OC(=NC#N)c1ccncc1, COc1ccccc1CCN, CO. Product: COc1ccccc1CCN=C(NC#N)c1ccncc1. As a reaction SMILES: [C:1](#[N:2])[N:3]=[C:4]([O:5][CH:6]([CH3:7])[CH3:8])[c:9]1[cH:10][cH:11][n:12][cH:13][cH:14]1.[CH3:15][O:16][c:17]1[c:18]([CH2:23][CH2:24][NH2:25])[cH:19][cH:20][cH:21][cH:22]1.[CH3:26][OH:27]>>[C:1](#[N:2])[NH:3][C:4]([c:9]1[cH:10][cH:11][n:12][cH:13][cH:14]1)=[N:25][CH2:24][CH2:23][c:18]1[c:17]([O:16][CH3:15])[cH:22][cH:21][cH:20][cH:19]1. Starting materials: ClC1=CC2=C(OC3=C(CN2C(=O)Cl)C=CC=C3)C=C1 (8-chlorodibenz[b,f][1,4]-oxazepine-10(11H)-carbonyl chloride), CC(C)N1CCNCC1 (1-(1-methylethyl)piperazine). Yields the product ClC1=CC2=C(OC3=C(CN2C(=O)N2CCN(CC2)C(C)C)C=CC=C3)C=C1 (8-chloro-10,11-dihydro-10-[[4(1-methylethyl)-1-piperazinyl]carbonyl]dibenz[b,f][1,4]oxazepine). The yield is 89.2%. Reaction SMILES: [Cl:1][C:2]1[CH:19]=[CH:18][C:5]2[O:6][C:7]3[CH:17]=[CH:16][CH:15]=[CH:14][C:8]=3[CH2:9][N:10]([C:11](Cl)=[O:12])[C:4]=2[CH:3]=1.[CH3:20][CH:21]([N:23]1[CH2:28][CH2:27][NH:26][CH2:25][CH2:24]1)[CH3:22]>>[Cl:1][C:2]1[CH:19]=[CH:18][C:5]2[O:6][C:7]3[CH:17]=[CH:16][CH:15]=[CH:14][C:8]=3[CH2:9][N:10]([C:11]([N:26]3[CH2:27][CH2:28][N:23]([CH:21]([CH3:22])[CH3:20])[CH2:24][CH2:25]3)=[O:12])[C:4]=2[CH:3]=1. Reported procedure: The title compound of Example 2 (1.0 g, 3.4 mmol) was combined with 1-(1-methylethyl)piperazine (0.48 g, 3.7 mmol) and the reaction was carried out by the method of Example 4. Following chromatographic purification, 1.17 g of the title product was obtained as a white solid.